This data is from the Open Reaction Database (ORD), a public repository of structured organic reaction records. The task is: describe an organic reaction: reactants, conditions, products, and yield Starting materials: ClC=1C=C2C(=C(NC2=CC1)C(=O)C1=NC=CC(=C1)C)CC(=O)O ([5-Chloro-2-(4-methylpyridine-2-carbonyl)-1H-indol-3-yl]acetic Acid), C(C)(C)(C)OC(NCCN)=O (N-(2-aminoethyl)carbamic acid tert-butyl ester). The product is ClC=1C=C2C(=C(NC2=CC1)C(=O)C1=NC=CC(=C1)C)CC(=O)NCCN ([5-Chloro-2-(4-methylpyridine-2-carbonyl)-1H-indol-3-yl]-N-(2-aminoethyl)acetamide). As a reaction SMILES: [Cl:1][C:2]1[CH:3]=[C:4]2[C:8](=[CH:9][CH:10]=1)[NH:7][C:6]([C:11]([C:13]1[CH:18]=[C:17]([CH3:19])[CH:16]=[CH:15][N:14]=1)=[O:12])=[C:5]2[CH2:20][C:21](O)=[O:22].C(OC(=O)[NH:30][CH2:31][CH2:32][NH2:33])(C)(C)C>>[Cl:1][C:2]1[CH:3]=[C:4]2[C:8](=[CH:9][CH:10]=1)[NH:7][C:6]([C:11]([C:13]1[CH:18]=[C:17]([CH3:19])[CH:16]=[CH:15][N:14]=1)=[O:12])=[C:5]2[CH2:20][C:21]([NH:30][CH2:31][CH2:32][NH2:33])=[O:22]. Reported procedure: The title compound was prepared according to the procedure described in Example 43 from [5-chloro-2-(4-methylpyridine)-1H-indol-3-yl]acetic acid (Example 36) and N-(2-aminoethyl)carbamic acid tert-butyl ester. The reactants are F[B-](F)(F)F, CCN(C(C)C)C(C)C, Cc1cccc(Cl)c1S(=O)(=O)N(CCOCC(=O)O)C1CC1, Cl, Cl, c1c(CN2CCC2)sc2c1CNCC2, C1CCOC1, O, On1nnc2ccccc21, CN(C)C(On1nnc2ccccc21)=[N+](C)C. Product: Cc1cccc(Cl)c1S(=O)(=O)N(CCOCC(=O)N1CCc2sc(CN3CCC3)cc2C1)C1CC1. As a reaction SMILES: [B-:23]([F:24])([F:25])([F:26])[F:27].[CH2:72]([N:73]([CH:74]([CH3:75])[CH3:76])[CH:77]([CH3:78])[CH3:79])[CH3:80].[Cl:1][c:2]1[c:3]([S:9](=[O:10])(=[O:11])[N:12]([CH:13]2[CH2:14][CH2:15]2)[CH2:16][CH2:17][O:18][CH2:19][C:20](=[O:21])[OH:22])[c:4]([CH3:8])[cH:5][cH:6][cH:7]1.[ClH:56].[ClH:57].[N:58]1([CH2:62][c:63]2[cH:64][c:65]3[c:70]([s:71]2)[CH2:69][CH2:68][NH:67][CH2:66]3)[CH2:59][CH2:60][CH2:61]1.[O:81]1[CH2:82][CH2:83][CH2:84][CH2:85]1.[OH2:45].[OH:46][n:47]1[c:48]2[cH:49][cH:50][cH:51][cH:52][c:53]2[n:54][n:55]1.[n:28]1([O:29][C:30]([N:31]([CH3:32])[CH3:33])=[N+:34]([CH3:35])[CH3:36])[c:37]2[cH:38][cH:39][cH:40][cH:41][c:42]2[n:43][n:44]1>>[Cl:1][c:2]1[c:3]([S:9](=[O:10])(=[O:11])[N:12]([CH:13]2[CH2:14][CH2:15]2)[CH2:16][CH2:17][O:18][CH2:19][C:20](=[O:21])[N:67]2[CH2:66][c:65]3[cH:64][c:63]([CH2:62][N:58]4[CH2:59][CH2:60][CH2:61]4)[s:71][c:70]3[CH2:69][CH2:68]2)[c:4]([CH3:8])[cH:5][cH:6][cH:7]1. Starting materials: S1C2=C(C=C1)C=CC(=C2)O (benzo[b]thiophen-6-ol), CC(C(=O)Cl)(C)C (2,2-dimethyl-propionyl chloride). Run in N1=CC=CC=C1 (pyridine). The product is S1C2=C(C=C1)C=CC(=C2)OC(C(C)(C)C)=O (2,2-dimethyl-propionic acid benzo[b]thiophen-6-yl ester). The yield is 95.5%. RXN SMILES: [S:1]1[CH:5]=[CH:4][C:3]2[CH:6]=[CH:7][C:8]([OH:10])=[CH:9][C:2]1=2.[CH3:11][C:12]([CH3:17])([CH3:16])[C:13](Cl)=[O:14]>N1C=CC=CC=1>[S:1]1[CH:5]=[CH:4][C:3]2[CH:6]=[CH:7][C:8]([O:10][C:13](=[O:14])[C:12]([CH3:17])([CH3:16])[CH3:11])=[CH:9][C:2]1=2. Reported procedure: Dissolve benzo[b]thiophen-6-ol (10 g, 67 mmol) in pyridine (300 mL). Add 2,2-dimethyl-propionyl chloride (38 mL, 308 mmol) dropwise, and stir at room temperature for 8 hours. Concentrate in vacuo to ¼ volume, partition between ethyl acetate (250 mL) and water (250 mL). Separate layers, wash organic layer with water (250 mL) and brine (200 mL). Dry with magnesium sulfate, filter, and concentrate in vacuo to give 15 g of 2,2-dimethyl-propionic acid benzo[b]thiophen-6-yl ester (98%). The reactants are CC(C1=CC(=C(C=C1)OC)OC)C(=O)C(C)C1=CC(=C(C=C1)OC)OC (methyl-3,4-dimethoxyphenylmethyl ketone), NC[C@H](O)C1=CC(=CC=C1)Cl ((R)-2-amino-1-(3-chlorophenyl)ethanol), C(C)(C)OC(C)C (diisopropyl ether). Reagents/catalysts: [Pt]=O (platinum oxide). The solvent is C(C)(C)O (isopropyl alcohol). Conditions: time 24 hour. The product is white oil, ClC=1C=C(C=CC1)[C@H](CN[C@@H](CC1=CC(=C(C=C1)OC)OC)C)O ((R,R)-1-(3-chlorophenyl)-2-[[2-(3,4-dimethoxyphenyl)1-methylethyl]amino]ethanol). The yield is 62.0%. RXN SMILES: C[CH:2]([C:13]([CH:15]([C:17]1[CH:22]=[CH:21][C:20]([O:23][CH3:24])=[C:19]([O:25][CH3:26])[CH:18]=1)C)=O)C1C=CC(OC)=C(OC)C=1.[NH2:27][CH2:28][C@@H:29]([C:31]1[CH:36]=[CH:35][CH:34]=[C:33]([Cl:37])[CH:32]=1)[OH:30].C(OC(C)C)(C)C>[Pt]=O.C(O)(C)C>[Cl:37][C:33]1[CH:32]=[C:31]([C@@H:29]([OH:30])[CH2:28][NH:27][C@H:13]([CH3:2])[CH2:15][C:17]2[CH:22]=[CH:21][C:20]([O:23][CH3:24])=[C:19]([O:25][CH3:26])[CH:18]=2)[CH:36]=[CH:35][CH:34]=1. Procedure details: To a mixture of 5.83 g of methyl-3,4-dimethoxyphenylmethyl ketone, 5.15 g of (R)-2-amino-1-(3-chlorophenyl)ethanol and 50 mg of platinum oxide were added 15 ml of isopropyl alcohol and 30 ml of diisopropyl ether, and the reducing reaction was carried out at room temperature, at 1 atm under hydrogen atmosphere for 24 hours. After removing off platinum oxide by filtration, the solvent was distilled off under reduced pressure to give 6.51 g of white oil of (R,R)-1-(3-chlorophenyl)-2-[[2-(3,4-dimeth... The reactants are COC=1C=C(C=CC1)CCCC#N (4-(3-methoxyphenyl)butyronitrile), [H][H] (hydrogen). The solvent is C(C)O (ethanol). Run at time 3 day. The product is COC=1C=C(C=CC1)CCCCN (4-(3-Methoxyphenyl)butylamine). Isolated yield 78.0%. As a reaction SMILES: [CH3:1][O:2][C:3]1[CH:4]=[C:5]([CH2:9][CH2:10][CH2:11][C:12]#[N:13])[CH:6]=[CH:7][CH:8]=1.[H][H]>C(O)C>[CH3:1][O:2][C:3]1[CH:4]=[C:5]([CH2:9][CH2:10][CH2:11][CH2:12][NH2:13])[CH:6]=[CH:7][CH:8]=1. Procedure: To a Parr bottle flushed with nitrogen was added ~1.0 g of Raney Nickel (50% suspension in H2O), ethanol (125 mL), ammonium hydroxide (30 mL), and a solution of 4-(3-methoxyphenyl)butyronitrile (8.49 g, 48.4 mmol) in ethanol (150 mL). The bottle was charged with hydrogen (60 psi) and rocked 3 d. The suspension was filtered through Celite, the cake rinsed with fresh ethanol (400 mL), and the combined filtrate concentrated in vacuo. The resulting suspension was treated with dichloromethane (200 mL... The reagents and catalysts are [Cu](I)I (copper iodide). Yields the product IC=1C=CC(=C2CNC(C12)=O)C1=CC=CC=C1 (7-iodo-4-phenylisoindolinone). Isolated yield 60.7%. As a reaction SMILES: N[C:2]1[CH:3]=[CH:4][C:5]([C:12]2[CH:17]=[CH:16][CH:15]=[CH:14][CH:13]=2)=[C:6]2[C:10]=1[C:9](=[O:11])[NH:8][CH2:7]2.[I-:18].[K+].II.N(OC(C)(C)C)=O.S([O-])([O-])(=O)=S.[Na+].[Na+]>C(#N)C.[Cu](I)I>[I:18][C:2]1[CH:3]=[CH:4][C:5]([C:12]2[CH:17]=[CH:16][CH:15]=[CH:14][CH:13]=2)=[C:6]2[C:10]=1[C:9](=[O:11])[NH:8][CH2:7]2 |f:1.2,5.6.7|. Reactants: [I-].[K+] (potassium iodide), II (iodine), N(=O)OC(C)(C)C (tert-butyl nitrite), N(=O)OC(C)(C)C (tert-butyl nitrite), NC=1C=CC(=C2CNC(C12)=O)C1=CC=CC=C1 (7-Amino-4-phenylisoindolinone), S(=S)(=O)([O-])[O-].[Na+].[Na+] (sodium thiosulfate). Procedure details: 7-Amino-4-phenylisoindolinone (80.0 mg, 0.357 mmol) was dissolved in acetonitrile (4.8 mL), and the solution was added with potassium iodide (71.0 mg, 0.428 mmol), copper iodide (82.0 mg, 0.428 mmol), iodine (109 mg, 0.428 mmol) and tert-butyl nitrite (0.068 mL, 0.57 mmol), followed by stirring under ice-cooling for 1.5 hours. Then, the reaction mixture was warmed to room temperature and further added with tert-butyl nitrite (0.068 mL, 0.57 mmol), followed by stirring at 50° C. for 1.5 hours. Th... The solvent is C(C)#N (acetonitrile). Reactants: CN(C=O)C (dimethylformamide), FC(S(=O)(=O)OC1=CC=2CCCC(C2C=C1)=O)(F)F (5-oxo-5,6,7,8-tetrahydronaphthalen-2-yl trifluoromethanesulfonate). Reagents/catalysts: [C-]#N.[Zn+2].[C-]#N (zinc cyanide), C=1C=CC(=CC1)[P](C=2C=CC=CC2)(C=3C=CC=CC3)[Pd]([P](C=4C=CC=CC4)(C=5C=CC=CC5)C=6C=CC=CC6)([P](C=7C=CC=CC7)(C=8C=CC=CC8)C=9C=CC=CC9)[P](C=1C=CC=CC1)(C=1C=CC=CC1)C=1C=CC=CC1 (Tetrakis(triphenylphosphine)palladium(0)). Run at temperature 135 celsius, time 8 hour. Product: O=C1C=2C=CC(=CC2CCC1)C#N (5-oxo-5,6,7,8-tetrahydro-naphthalene-2-carbonitrile). Yield: 41.0%. As a reaction SMILES: FC(F)(F)S(O[C:7]1[CH:16]=[CH:15][C:14]2[C:13](=[O:17])[CH2:12][CH2:11][CH2:10][C:9]=2[CH:8]=1)(=O)=O.[CH3:20][N:21](C)C=O>[C-]#N.[Zn+2].[C-]#N.C1C=CC([P]([Pd]([P](C2C=CC=CC=2)(C2C=CC=CC=2)C2C=CC=CC=2)([P](C2C=CC=CC=2)(C2C=CC=CC=2)C2C=CC=CC=2)[P](C2C=CC=CC=2)(C2C=CC=CC=2)C2C=CC=CC=2)(C2C=CC=CC=2)C2C=CC=CC=2)=CC=1>[O:17]=[C:13]1[CH2:12][CH2:11][CH2:10][C:9]2[CH:8]=[C:7]([C:20]#[N:21])[CH:16]=[CH:15][C:14]1=2 |f:2.3.4,^1:33,35,54,73|. Procedure: A mixture of 5-oxo-5,6,7,8-tetrahydronaphthalen-2-yl trifluoromethanesulfonate (11.5 g, 39.0 mmol), prepared in the previous step, and zinc cyanide (2.7 g, 23.5 mmol) in dry dimethylformamide (100 mL) was degassed and put under a nitrogen atmosphere. Tetrakis(triphenylphosphine)palladium(0) (1.7 g, 1.5 mmol) was added and the mixture again degassed and put under a nitrogen atmosphere. The mixture was stirred at 135° C. overnight. An additional 171 mg of tetrakis(triphenylphosphine)palladium(0) w...